Task: describe an organic reaction: reactants, conditions, products, and yield. Dataset: the Open Reaction Database (ORD), a public repository of structured organic reaction records The reactants are O=Cc1cc(Br)ccc1Cl, [Li]CCCC, CCOCC, [Cl-], [NH4+], C1CCOC1, Brc1cnn(-c2ccccc2)c1. Product: OC(c1cnn(-c2ccccc2)c1)c1cc(Br)ccc1Cl. RXN SMILES: [Br:18][c:19]1[cH:20][cH:21][c:22]([Cl:27])[c:23]([CH:24]=[O:25])[cH:26]1.[CH2:13]([Li:14])[CH2:15][CH2:16][CH3:17].[CH3:30][CH2:31][O:32][CH2:33][CH3:34].[Cl-:28].[NH4+:29].[O:35]1[CH2:36][CH2:37][CH2:38][CH2:39]1.[c:1]1(-[n:7]2[n:8][cH:9][c:10]([Br:12])[cH:11]2)[cH:2][cH:3][cH:4][cH:5][cH:6]1>>[c:1]1(-[n:7]2[n:8][cH:9][c:10]([CH:24]([c:23]3[c:22]([Cl:27])[cH:21][cH:20][c:19]([Br:18])[cH:26]3)[OH:25])[cH:11]2)[cH:2][cH:3][cH:4][cH:5][cH:6]1.